From a dataset of the Open Reaction Database (ORD), a public repository of structured organic reaction records. describe an organic reaction: reactants, conditions, products, and yield The reactants are N1[C@@H](C(=O)O)C[C@H](O)C1 (D-Hyp-OH), Cl (hydrochloric acid), C(=O)(OCC1C2=CC=CC=C2C2=CC=CC=C12)ON1C(=O)CCC1=O (Fmoc-OSu), O1CCOCC1 (1,4-dioxane). The solvent is saturated aqueous solution, C(O)([O-])=O.[Na+] (sodium hydrogencarbonate), C(O)([O-])=O.[Na+] (sodium hydrogencarbonate). Product: N1([C@@H](C(=O)O)C[C@H](O)C1)C(=O)OCC1C2=CC=CC=C2C2=CC=CC=C12 (Fmoc-D-Hyp-OH). Reaction SMILES: [NH:1]1[CH2:9][C@@H:7]([OH:8])[CH2:6][C@@H:2]1[C:3]([OH:5])=[O:4].[C:10](ON1C(=O)CCC1=O)([O:12][CH2:13][CH:14]1[C:26]2[C:21](=[CH:22][CH:23]=[CH:24][CH:25]=2)[C:20]2[C:15]1=[CH:16][CH:17]=[CH:18][CH:19]=2)=[O:11].O1CCOCC1.Cl>C(=O)([O-])O.[Na+]>[N:1]1([C:10]([O:12][CH2:13][CH:14]2[C:15]3[C:20](=[CH:19][CH:18]=[CH:17][CH:16]=3)[C:21]3[C:26]2=[CH:25][CH:24]=[CH:23][CH:22]=3)=[O:11])[CH2:9][C@@H:7]([OH:8])[CH2:6][C@@H:2]1[C:3]([OH:5])=[O:4] |f:4.5|. Procedure details: 262 mg (2.0 mmol) of D-Hyp-OH was dissolved in 5 ml of a saturated aqueous solution of sodium hydrogencarbonate under stirring and a mixture of 742 mg (2.2 mmol) of Fmoc-OSu and 10 ml of 1,4-dioxane was added dropwise under cooling with ice; thereafter, and the mixture was stirred at room temperature for 3 days. In the meantime, a saturated aqueous solution of sodium hydrogencarbonate was added as appropriate to keep the pH of the reaction mixture at 8-9. After being rendered acidic with hydroch... Reactants: IC=1C=C(C=C2CCNC12)[N+](=O)[O-] (7-iodo-5-nitro-2,3-dihydro-1H-indole), ClC=1C(C(=C(C(C1Cl)=O)C#N)C#N)=O (2,3-dichloro-5,6-dicyano-1,4-benzoquinone), ClC=1C(C(=C(C(C1Cl)=O)C#N)C#N)=O (2,3-dichloro-5,6-dicyano-1,4-benzoquinone). The solvent is C(C)O (ethanol), C(C)(C)O (isopropanol). Run at temperature 65 celsius, time 2 hour. Yields the product IC=1C=C(C=C2C=CNC12)[N+](=O)[O-] (7-iodo-5-nitro-1H-indole). Yield: 87.8%. As a reaction SMILES: [I:1][C:2]1[CH:3]=[C:4]([N+:11]([O-:13])=[O:12])[CH:5]=[C:6]2[C:10]=1[NH:9][CH2:8][CH2:7]2.ClC1C(=O)C(C#N)=C(C#N)C(=O)C=1Cl>C(O)C.C(O)(C)C>[I:1][C:2]1[CH:3]=[C:4]([N+:11]([O-:13])=[O:12])[CH:5]=[C:6]2[C:10]=1[NH:9][CH:8]=[CH:7]2. Reported procedure: A solution of 7-iodo-5-nitro-2,3-dihydro-1H-indole II (15 g, 51.7 mmol) in ethanol (1200 mL) and isopropanol (20 mL) at 25° C. was treated with 2,3-dichloro-5,6-dicyano-1,4-benzoquinone (13.6 g, 59.9 mmol). The resulting solution was warmed to 65° C. and air was bubbled through for 1 h. An additional 0.57 equivalents of 2,3-dichloro-5,6-dicyano-1,4-benzoquinone (6.8 g, 29.9 mmol) was added and the reaction was stirred at 65° C. for another 2 h before being concentrated in vacuo. Flash chromatogr... Starting materials: ClC1=C(OC2=NC=C(C=C2)OC(C(=O)OC(C)(C)C)C)C=C(C(=C1)F)N1N=C(N(C1=O)C(F)F)C (t-butyl 2-[2-[2-chloro-4-fluoro-5-(4-difluoromethyl -4,5-dihydro-3-methyl-5-oxo-1H-1,2,4-triazol-1-yl)phenoxy]pyridin-5-yloxy]propionate), ClC(C(=O)OC(C)(C)C)C (t-butyl 2-chloropropionate). Run in FC(C(=O)O)(F)F (trifluoroacetic acid). Run at time 30 minute. The product is ClC1=C(OC2=NC=C(C=C2)OC(C(=O)O)C)C=C(C(=C1)F)N1N=C(N(C1=O)C(F)F)C (2-[2-[2-chloro-4-fluoro-5-(4-difluoromethyl-4,5-dihydro-3-methyl-5-oxo-1H-1,2,4-triazol-1-yl)phenoxy]pyridin-5-yloxy]propionic acid). Yield: 62.5%. Reaction SMILES: [Cl:1][C:2]1[CH:24]=[C:23]([F:25])[C:22]([N:26]2[C:30](=[O:31])[N:29]([CH:32]([F:34])[F:33])[C:28]([CH3:35])=[N:27]2)=[CH:21][C:3]=1[O:4][C:5]1[CH:10]=[CH:9][C:8]([O:11][CH:12]([CH3:20])[C:13]([O:15]C(C)(C)C)=[O:14])=[CH:7][N:6]=1.ClC(C)C(OC(C)(C)C)=O>FC(F)(F)C(O)=O>[Cl:1][C:2]1[CH:24]=[C:23]([F:25])[C:22]([N:26]2[C:30](=[O:31])[N:29]([CH:32]([F:34])[F:33])[C:28]([CH3:35])=[N:27]2)=[CH:21][C:3]=1[O:4][C:5]1[CH:10]=[CH:9][C:8]([O:11][CH:12]([CH3:20])[C:13]([OH:15])=[O:14])=[CH:7][N:6]=1. Procedure: A mixture of 1.2 g (0.0023 mole) of t-butyl 2-[2-[2-chloro-4-fluoro-5-(4-difluoromethyl -4,5-dihydro-3-methyl-5-oxo-1H-1,2,4-triazol-1-yl)phenoxy]pyridin-5-yloxy]propionate (prepared by the method of Example 3, Step E using t-butyl 2-chloropropionate) in 7 mL of trifluoroacetic acid was stirred at room temperature for 30 minutes. The excess trifluoroacetic acid was removed by evaporation under reduced pressure leaving an oil. The oil was partitioned between diethyl ether and water. The organic p... Reaction SMILES: [O:1]=[C:2]([CH2:8][CH3:9])[CH2:3][C:4]([O:6][CH3:7])=[O:5]>CO>[OH:1][C@@H:2]([CH2:8][CH3:9])[CH2:3][C:4]([O:6][CH3:7])=[O:5]. Procedure details: To a solution of 6.22 mg (48 mmol) of methyl 3-ketovalerate in 48 ml methanol, 36 mg (0.004 mmol) RuCl2(S)-binap was added and stirred in an autoclave under a hydrogen pressure of 30 atm at 80° C. for 66 hours. After concentration and distillation, 5.71 g (43.2 mmol, 97% ee) of methyl (S)-3-hydroxyvalerate was obtained. The condition of chiral HPLC is the following. Column, CHIRALPAK OD manufactured by Daicel Chemical Industries, Ltd.; Eluate, Hexane:2-propanol=95:5; flow rate, 1.0 mL/min; Wavel... Yields the product O[C@H](CC(=O)OC)CC (methyl (S)-3-hydroxyvalerate). Starting materials: O=C(CC(=O)OC)CC (methyl 3-ketovalerate), RuCl2(S)-binap. Conditions: temperature 80 celsius, time 66 hour. Isolated yield 90.0%. Run in CO (methanol). Reactants: [BH4-].[Na+] (Sodium borohydride), NC1=CC=C(C(=O)N2CCC(CC2)C(C2=CC=C(C=C2)F)=O)C=C1 (1-(4-aminobenzoyl)-4-(4-fluorobenzoyl)piperidine), [BH4-].[Na+] (sodium borohydride). Solvent: CO (methanol). Conditions: time 2 hour. Product: NC1=CC=C(C(=O)N2CCC(CC2)C(O)C2=CC=C(C=C2)F)C=C1 (1-(4-aminobenzoyl)-4-[(4-fluorophenyl)hydroxymethyl]piperidine). The yield is 99.4%. Reaction SMILES: [BH4-].[Na+].[NH2:3][C:4]1[CH:26]=[CH:25][C:7]([C:8]([N:10]2[CH2:15][CH2:14][CH:13]([C:16](=[O:24])[C:17]3[CH:22]=[CH:21][C:20]([F:23])=[CH:19][CH:18]=3)[CH2:12][CH2:11]2)=[O:9])=[CH:6][CH:5]=1>CO>[NH2:3][C:4]1[CH:5]=[CH:6][C:7]([C:8]([N:10]2[CH2:11][CH2:12][CH:13]([CH:16]([C:17]3[CH:18]=[CH:19][C:20]([F:23])=[CH:21][CH:22]=3)[OH:24])[CH2:14][CH2:15]2)=[O:9])=[CH:25][CH:26]=1 |f:0.1|. Procedure: Sodium borohydride (0.058 g) was added to a solution of 1-(4-aminobenzoyl)-4-(4-fluorobenzoyl)piperidine (1.0 g) in methanol (80 ml) and the mixture was stirred at room temperature for 2 hours. Additional sodium borohydride (0.050 g) was added. After being stirred at the same temperature for 1.5 hours, the resultant mixture was concentrated in vacuo. The residue was diluted with water and extracted twice with methylene chloride. The extracts were combined, washed with brine, dried over magnesium... The reactants are FC1(C(CCC1)=O)C(=O)OC (methyl 1-fluoro-2-oxocyclopentanecarboxylate), O=C1C(CCC1)C(=O)OC (methyl 2-oxocyclopentanecarboxylate), B(F)(F)F.CCOCC (boron trifluoride etherate), 2a, ( 37 ), C([O-])(O)=O.[Na+] (sodium bicarbonate). Run in COCCOCCOC (diglyme). Reaction conditions: temperature 0 celsius, time 1 hour. The product is FC1(C(CCC1)=O)C(=O)OC (methyl 1-fluoro-2-oxocyclopentanecarboxylate), FC1(C(CCC1)O)C(=O)OC (methyl 1-fluoro-2-hydroxycyclopentanecarboxylate). Isolated yield 179.0%. RXN SMILES: O=C1CCCC1C(OC)=O.[F:11][C:12]1([C:18]([O:20][CH3:21])=[O:19])[CH2:16][CH2:15][CH2:14][C:13]1=[O:17].B(F)(F)F.CCOCC.C(=O)(O)[O-].[Na+]>COCCOCCOC>[F:11][C:12]1([C:18]([O:20][CH3:21])=[O:19])[CH2:16][CH2:15][CH2:14][C:13]1=[O:17].[F:11][C:12]1([C:18]([O:20][CH3:21])=[O:19])[CH2:16][CH2:15][CH2:14][CH:13]1[OH:17] |f:2.3,4.5|. Reported procedure: First, methyl 1-fluoro-2-oxocyclopentanecarboxylate was prepared from methyl 2-oxocyclopentanecarboxylate referring to the process described in Tetrahedron Letters 27 (37), 4465-4468 (1986). Then, 2.3 g (0.032 mol) of trimethylamine-borane complex and 5.0 g (0.031 mol) of the methyl 1-fluoro-2-oxocyclopentanecarboxylate were added to 50 ml of dry diglyme, the resulting solution was cooled to 0° C., and while it as stirred in the stream of nitrogen, 0.8 ml of boron trifluoride etherate was added ... Starting materials: OC=C1C(N(C2=CC(=C(C=C2C1=O)OC)OC)C(=O)OCC1=CC=CC=C1)C (3-hydroxymethylene-6,7-dimethoxy-2-methyl-4-oxo-1,2,3,4-tetrahydro-1-quinoline carboxylic acid, benzyl ester), C(C)(=O)[O-].[NH4+] (ammonium acetate). Run in C(C)O (ethanol). The product is NC=C1C(N(C2=CC(=C(C=C2C1=O)OC)OC)C(=O)OCC1=CC=CC=C1)C (3-Aminomethylene-6,7-dimethoxy-2-methyl-4-oxo-1,2,3,4-tetrahydro-1-quinoline carboxylic acid, benzyl ester). RXN SMILES: O[CH:2]=[C:3]1[C:12](=[O:13])[C:11]2[C:6](=[CH:7][C:8]([O:16][CH3:17])=[C:9]([O:14][CH3:15])[CH:10]=2)[N:5]([C:18]([O:20][CH2:21][C:22]2[CH:27]=[CH:26][CH:25]=[CH:24][CH:23]=2)=[O:19])[CH:4]1[CH3:28].C([O-])(=O)C.[NH4+:33]>C(O)C>[NH2:33][CH:2]=[C:3]1[C:12](=[O:13])[C:11]2[C:6](=[CH:7][C:8]([O:16][CH3:17])=[C:9]([O:14][CH3:15])[CH:10]=2)[N:5]([C:18]([O:20][CH2:21][C:22]2[CH:23]=[CH:24][CH:25]=[CH:26][CH:27]=2)=[O:19])[CH:4]1[CH3:28] |f:1.2|. Procedure: A mixture of 5.0 g. of 3-hydroxymethylene-6,7-dimethoxy-2-methyl-4-oxo-1,2,3,4-tetrahydro-1-quinoline carboxylic acid, benzyl ester and 5.0 g. of ammonium acetate in 200 ml. of ethanol is heated to reflux for 35 min. The reaction is concentrated to dryness and the residue taken up in 200 ml. of chloroform. The chloroform solution is then washed successively with water (1 × 100 ml.), 1N aqueous sodium hdyroxide (2 × 100 ml.) and brine (1 × 100 ml.), dried over magnesium sulfate and concentrated t... Reactants: O=C([O-])[O-], CCOC(=O)c1cc2cc(C(=O)N3CCCN(C(=O)OC(C)(C)C)CC3)ccc2[nH]1, CC#N, CC(C)CS(=O)(=O)[O-], [Cs+], [Cs+]. Product: CCOC(=O)c1cc2cc(C(=O)N3CCCN(C(=O)OC(C)(C)C)CC3)ccc2n1C(C)C. RXN SMILES: [C:31](=[O:32])([O-:33])[O-:34].[CH2:1]([CH3:2])[O:3][C:4](=[O:5])[c:6]1[nH:7][c:8]2[cH:9][cH:10][c:11]([C:15](=[O:16])[N:17]3[CH2:18][CH2:19][N:20]([C:24](=[O:25])[O:26][C:27]([CH3:28])([CH3:29])[CH3:30])[CH2:21][CH2:22][CH2:23]3)[cH:12][c:13]2[cH:14]1.[CH3:45][C:46]#[N:47].[CH:37]([CH3:38])([CH3:39])[CH2:40][S:41]([O-:42])(=[O:43])=[O:44].[Cs+:35].[Cs+:36]>>[CH2:1]([CH3:2])[O:3][C:4](=[O:5])[c:6]1[n:7]([CH:37]([CH3:38])[CH3:39])[c:8]2[cH:9][cH:10][c:11]([C:15](=[O:16])[N:17]3[CH2:18][CH2:19][N:20]([C:24](=[O:25])[O:26][C:27]([CH3:28])([CH3:29])[CH3:30])[CH2:21][CH2:22][CH2:23]3)[cH:12][c:13]2[cH:14]1.